Task: describe an organic reaction: reactants, conditions, products, and yield. Dataset: the Open Reaction Database (ORD), a public repository of structured organic reaction records Reactants: C1(=CC=CC=C1)SC1=CC=CC=C1 (Diphenyl sulfide), O1CCOC12CCC(CC2)=CC(=O)OCC2=CC=CC=C2 (benzyl 2-(1,4-dioxaspiro[4,5]decan-8-ylidene)acetate), [H][H] (hydrogen). The reagents and catalysts are [Pd].[C] (Pd carbon). Run in CO (methanol). Reaction conditions: time 5 hour. Product: O1CCOC12CCC(CC2)CC(=O)OCC2=CC=CC=C2 (Benzyl 2-(1,4-dioxaspiro[4,5]decan-8-yl)acetate). Isolated yield 81.4%. RXN SMILES: C1(SC2C=CC=CC=2)C=CC=CC=1.[O:14]1[C:18]2([CH2:23][CH2:22][C:21](=[CH:24][C:25]([O:27][CH2:28][C:29]3[CH:34]=[CH:33][CH:32]=[CH:31][CH:30]=3)=[O:26])[CH2:20][CH2:19]2)[O:17][CH2:16][CH2:15]1.[H][H]>CO.[Pd].[C]>[O:14]1[C:18]2([CH2:23][CH2:22][CH:21]([CH2:24][C:25]([O:27][CH2:28][C:29]3[CH:30]=[CH:31][CH:32]=[CH:33][CH:34]=3)=[O:26])[CH2:20][CH2:19]2)[O:17][CH2:16][CH2:15]1 |f:4.5|. Procedure details: Diphenyl sulfide (33 mg, 0.18 mmol) and 10% Pd-carbon (1.08 g) were added to a solution of benzyl 2-(1,4-dioxaspiro[4,5]decan-8-ylidene)acetate (5.0 g, 17.34 mmol) in methanol (50 ml) under a nitrogen gas stream, the atmosphere in the system was replaced five times with nitrogen gas, was then filled with hydrogen gas, followed by stirring under a hydrogen gas stream for 5 hr. The catalyst was removed by filtration through Celite pad and was washed with ethanol, and the filtrate was concentrated ... Reactants: BrC=1C=CC2=C(C=3N(CC(O2)CO[Si](C)(C)C(C)(C)C)C=CN3)C1 (10-bromo-6-(((tert-butyldimethylsilyl)oxy)methyl)-5,6-dihydrobenzo[f]imidazo[1,2-d][1,4]oxazepine), ClC=1C=CC=2OCCC=3N(C2N1)C=C(N3)C(=O)OC (methyl 2-chloro-6,7-dihydroimidazo[1,2-d]pyrido[3,2-b][1,4]oxazepine-9 carboxylate), CCCC[N+](CCCC)(CCCC)CCCC.[F-] (TBAF), intermediate. The solvent is O1CCCC1 (tetrahydrofuran), C(C)(=O)OCC (ethyl acetate). Product: BrC=1C=CC2=C(C=3N(CC(O2)CO[Si](C)(C)C(C)(C)C)C=C(N3)C(=O)N)C1 (10-bromo-6-(((tert-butyldimethylsilyl)oxy)methyl)-5,6-dihydrobenzo[f]imidazo[1,2-d][1,4]oxazepine-2-carboxamide). RXN SMILES: [Br:1][C:2]1[CH:3]=[CH:4][C:5]2[O:11][CH:10]([CH2:12][O:13][Si:14]([C:17]([CH3:20])([CH3:19])[CH3:18])([CH3:16])[CH3:15])[CH2:9][N:8]3[CH:21]=[CH:22][N:23]=[C:7]3[C:6]=2[CH:24]=1.ClC1C=CC2OCCC3N(C=C(C([O:42][CH3:43])=O)N=3)C=2N=1.CCCC[N+:48](CCCC)(CCCC)CCCC.[F-]>O1CCCC1.C(OCC)(=O)C>[Br:1][C:2]1[CH:3]=[CH:4][C:5]2[O:11][CH:10]([CH2:12][O:13][Si:14]([C:17]([CH3:20])([CH3:18])[CH3:19])([CH3:15])[CH3:16])[CH2:9][N:8]3[CH:21]=[C:22]([C:43]([NH2:48])=[O:42])[N:23]=[C:7]3[C:6]=2[CH:24]=1 |f:2.3|. Reported procedure: 10-bromo-6-(((tert-butyldimethylsilyl)oxy)methyl)-5,6-dihydrobenzo[f]imidazo[1,2-d][1,4]oxazepine-2-carboxamide was prepared from 10-bromo-6-(((tert-butyldimethylsilyl)oxy)methyl)-5,6-dihydrobenzo[f]imidazo[1,2-d][1,4]oxazepine using the same procedures as outlined for the synthesis of methyl 2-chloro-6,7-dihydroimidazo[1,2-d]pyrido[3,2-b][1,4]oxazepine-9 carboxylate. TBAF (1.7 g, 6.50 mmol, 2.00 equiv) was added in several batches to a stirred solution of this intermediate (1.6 g, 3.54 mmol, 1.... Reactants: CN(CCCN(C1=NC=CC=C1NC(C1=C(C=CC=C1)F)=O)C1=CC=CC=C1)C (N-[2-[[3-(dimethylamino)propyl]phenylamino]-3-pyridinyl]-2-fluorobenzamide), P(=O)(Cl)(Cl)Cl (phosphorus oxychloride). Yields the product FC1=C(C=CC=C1)C1=NC2=C(N(C3=C1C=CC=C3)CCCN(C)C)N=CC=C2 (6-(2-Fluorophenyl)-N,N-dimethyl-11H-pyrido[2,3-b][1,4]benzodiazepine-11-propanamine). Procedure details: A solution of 8.5 g (0.022 mole) of N-[2-[[3-(dimethylamino)propyl]phenylamino]-3-pyridinyl]-2-fluorobenzamide in 26 g (0.173 mole) of phosphorus oxychloride was refluxed under nitrogen atmosphere for 16 hr. The cooled reaction mixture was poured over ice, diluted with water, and extracted twice with diethyl ether. The acidic portion was made basic with sodium hydroxide pellets, cooled with ice and extracted twice with methylene chloride. The combined methylene chloride layers were washed in seq... The yield is 38.8%. Reaction SMILES: [CH3:1][N:2]([CH3:29])[CH2:3][CH2:4][CH2:5][N:6]([C:23]1[CH:28]=[CH:27][CH:26]=[CH:25][CH:24]=1)[C:7]1[C:12]([NH:13][C:14](=O)[C:15]2[CH:20]=[CH:19][CH:18]=[CH:17][C:16]=2[F:21])=[CH:11][CH:10]=[CH:9][N:8]=1.P(Cl)(Cl)(Cl)=O>O>[F:21][C:16]1[CH:17]=[CH:18][CH:19]=[CH:20][C:15]=1[C:14]1[C:24]2[CH:25]=[CH:26][CH:27]=[CH:28][C:23]=2[N:6]([CH2:5][CH2:4][CH2:3][N:2]([CH3:29])[CH3:1])[C:7]2[N:8]=[CH:9][CH:10]=[CH:11][C:12]=2[N:13]=1. Run in O (water). The reactants are BrC1=CC=C(C=N1)C(C)NC(C)=O (N-[1-(6-Bromo-pyridin-3-yl)-ethyl]-acetamide), C(C)OC1=CC=C(OC2CNC2)C=C1 (3-(4-ethoxy-phenoxy)-azetidine). The product is C(C)OC1=CC=C(OC2CN(C2)C2=CC=C(C=N2)C(C)NC(C)=O)C=C1 (N-(1-{6-[3-(4-Ethoxy-phenoxy)-azetidin-1-yl]-pyridin-3-yl}-ethyl)-acetamide). As a reaction SMILES: Br[C:2]1[N:7]=[CH:6][C:5]([CH:8]([NH:10][C:11](=[O:13])[CH3:12])[CH3:9])=[CH:4][CH:3]=1.[CH2:14]([O:16][C:17]1[CH:27]=[CH:26][C:20]([O:21][CH:22]2[CH2:25][NH:24][CH2:23]2)=[CH:19][CH:18]=1)[CH3:15]>>[CH2:14]([O:16][C:17]1[CH:27]=[CH:26][C:20]([O:21][CH:22]2[CH2:25][N:24]([C:2]3[N:7]=[CH:6][C:5]([CH:8]([NH:10][C:11](=[O:13])[CH3:12])[CH3:9])=[CH:4][CH:3]=3)[CH2:23]2)=[CH:19][CH:18]=1)[CH3:15]. Procedure details: Example 8.6 is prepared analogously to 8.1. (N-[1-(6-Bromo-pyridin-3-yl)-ethyl]-acetamide (I.4) and 3-(4-ethoxy-phenoxy)-azetidine are used as starting materials. The reactants are ClC=1C=C(C=CC1)C=1C(N1)(C)C (3-(m-chlorophenyl)-2,2-dimethyl-2H-azirine), CN(C1=CC=C(C=O)C=C1)C (p-(dimethylamino)benzaldehyde). Solvent: O1CCOCC1 (1,4-dioxane). The product is ClC=1C=C(C=CC1)C1=NC(OC1C1=CC=C(C=C1)N(C)C)(C)C (4-(m-chlorophenyl)-5-[p-(dimethylamino)phenyl]-2,2-dimethyl-3-oxazoline). Procedure details: 3 g of 3-(m-chlorophenyl)-2,2-dimethyl-2H-azirine and 2.4 g of p-(dimethylamino)benzaldehyde were exposed to light for 2 hours in 350 ml of 1,4-dioxane (with the light source described in Example 2). After removing the solvent in a water-jet vacuum, the residue was chromatographed twice on aluminum oxide (neutral, activity 1), the elution was carried out in both cases with n-hexane/ether (9:1). Crystallization from n-hexane gave 4-(m-chlorophenyl)-5-[p-(dimethylamino)phenyl]-2,2-dimethyl-3-oxazo... RXN SMILES: [Cl:1][C:2]1[CH:3]=[C:4]([C:8]2[C:9]([CH3:12])([CH3:11])[N:10]=2)[CH:5]=[CH:6][CH:7]=1.[CH3:13][N:14]([CH3:23])[C:15]1[CH:22]=[CH:21][C:18]([CH:19]=[O:20])=[CH:17][CH:16]=1>O1CCOCC1>[Cl:1][C:2]1[CH:3]=[C:4]([C:8]2[CH:19]([C:18]3[CH:21]=[CH:22][C:15]([N:14]([CH3:23])[CH3:13])=[CH:16][CH:17]=3)[O:20][C:9]([CH3:11])([CH3:12])[N:10]=2)[CH:5]=[CH:6][CH:7]=1. The reactants are cuprous iodide, C1(=CC=CC=C1)P(C1=CC=CC=C1)C1=CC=CC=C1 (triphenylphosphine), C1(CCCC1)OC=1C=C(C=CC1OC)C1(CCC(CC1)=O)C#C (4-(3-cyclopentyloxy-4-methoxyphenyl)-4-ethynylcyclohexan-1-one), IC=1C=C(C=CC1)C1=NN=C(O1)C (5-(3-iodophenyl)-2-methyl-[1,3,4]oxadiazole). The reagents and catalysts are C=1C=CC(=CC1)[P](C=2C=CC=CC2)(C=3C=CC=CC3)[Pd]([P](C=4C=CC=CC4)(C=5C=CC=CC5)C=6C=CC=CC6)([P](C=7C=CC=CC7)(C=8C=CC=CC8)C=9C=CC=CC9)[P](C=1C=CC=CC1)(C=1C=CC=CC1)C=1C=CC=CC1 (tetrakis(triphenylphosphine)palladium). The solvent is C(C)N(CC)CC (triethylamine). Yields the product C1(CCCC1)OC=1C=C(C=CC1OC)C1(CCC(CC1)=O)C#CC1=CC(=CC=C1)C=1OC(=NN1)C (4-(3-cyclopentyloxy-4-methoxyphenyl)-4-(2-[3-(5-methyl-[1,3,4]oxadiazol-2-yl)phenyl]ethynyl)cyclohexan-1-one). Yield: 45.2%. Reaction SMILES: [CH:1]1([O:6][C:7]2[CH:8]=[C:9]([C:15]3([C:22]#[CH:23])[CH2:20][CH2:19][C:18](=[O:21])[CH2:17][CH2:16]3)[CH:10]=[CH:11][C:12]=2[O:13][CH3:14])[CH2:5][CH2:4][CH2:3][CH2:2]1.I[C:25]1[CH:26]=[C:27]([C:31]2[O:35][C:34]([CH3:36])=[N:33][N:32]=2)[CH:28]=[CH:29][CH:30]=1.C1(P(C2C=CC=CC=2)C2C=CC=CC=2)C=CC=CC=1>C(N(CC)CC)C.C1C=CC([P]([Pd]([P](C2C=CC=CC=2)(C2C=CC=CC=2)C2C=CC=CC=2)([P](C2C=CC=CC=2)(C2C=CC=CC=2)C2C=CC=CC=2)[P](C2C=CC=CC=2)(C2C=CC=CC=2)C2C=CC=CC=2)(C2C=CC=CC=2)C2C=CC=CC=2)=CC=1>[CH:1]1([O:6][C:7]2[CH:8]=[C:9]([C:15]3([C:22]#[C:23][C:29]4[CH:30]=[CH:25][CH:26]=[C:27]([C:31]5[O:35][C:34]([CH3:36])=[N:33][N:32]=5)[CH:28]=4)[CH2:16][CH2:17][C:18](=[O:21])[CH2:19][CH2:20]3)[CH:10]=[CH:11][C:12]=2[O:13][CH3:14])[CH2:2][CH2:3][CH2:4][CH2:5]1 |^1:66,68,87,106|. Procedure: A stirred mixture of 4-(3-cyclopentyloxy-4-methoxyphenyl)-4-ethynylcyclohexan-1-one (0.100 g, 0.32 mmol) and 5-(3-iodophenyl)-2-methyl-[1,3,4]oxadiazole (0.0915 g, 0.32 mmol) in dry triethylamine (3.5 mL) was treated under argon with a mixture of tetrakis(triphenylphosphine)palladium (0.016 g, 0.013 mmol), cuprous iodide (0.0033 g, 0.017 mmol), and triphenylphosphine (a small crystal) at 75° C. for 1 h. The reaction mixture was concentrated in vacuo, the residue was extracted into methylene chlo... Starting materials: O=C([O-])[O-], CCOC(=O)c1ccccc1OCCCCl, CCOC(C)OCC, ClC(Cl)Cl, Fc1ccc(C(c2ccc(F)cc2)C2CCNCC2)cc1, [I-], [K+], [K+], [K+]. The product is CCOC(=O)c1ccccc1OCCCN1CCC(C(c2ccc(F)cc2)c2ccc(F)cc2)CC1. As a reaction SMILES: [C:38](=[O:39])([O-:40])[O-:41].[CH2:22]([CH3:23])[O:24][C:25]([c:26]1[c:27]([O:32][CH2:33][CH2:34][CH2:35][Cl:36])[cH:28][cH:29][cH:30][cH:31]1)=[O:37].[CH2:46]([O:47][CH:48]([O:49][CH2:50][CH3:51])[CH3:52])[CH3:53].[CH:54]([Cl:55])([Cl:56])[Cl:57].[F:1][c:2]1[cH:3][cH:4][c:5]([CH:8]([CH:9]2[CH2:10][CH2:11][NH:12][CH2:13][CH2:14]2)[c:15]2[cH:16][cH:17][c:18]([F:21])[cH:19][cH:20]2)[cH:6][cH:7]1.[I-:45].[K+:42].[K+:43].[K+:44]>>[F:1][c:2]1[cH:3][cH:4][c:5]([CH:8]([CH:9]2[CH2:10][CH2:11][N:12]([CH2:35][CH2:34][CH2:33][O:32][c:27]3[c:26]([C:25]([O:24][CH2:22][CH3:23])=[O:37])[cH:31][cH:30][cH:29][cH:28]3)[CH2:13][CH2:14]2)[c:15]2[cH:16][cH:17][c:18]([F:21])[cH:19][cH:20]2)[cH:6][cH:7]1.